Dataset: the Open Reaction Database (ORD), a public repository of structured organic reaction records. Task: describe an organic reaction: reactants, conditions, products, and yield Procedure details: Following the general procedure of Example 1, 1.3 parts CF4 diol, 40 parts tetrahydrofuran, 1.42 parts ethyl isocyanate, 0.2 parts DBTE, and 4 parts TEA were mixed together and allowed to react at room temperature for 11/2 hours. The product was precipitated by the addition of 175 parts n-hexane and was quickly filtered and washed several times with additional n-hexane. After drying, the 2.3 parts of product XLV was obtained representing a 95.8% conversion. The product had a fluffy texture which... The reactants are C(CCCC#CC#CCCC#CC#CCCC#CC#CCCCCO)O (5,7,11,13,17,19-tetracosahexayn-1,24-diol), C(C)N=C=O (ethyl isocyanate), O1CCCC1 (tetrahydrofuran). The product is C(C)N(C(=O)OCC)CC.C(CCCC#CC#CCCC#CC#CCCC#CC#CCCCCO)O (5,7,11,13,17,19-tetracosahexayn-1,24-diol bisethylurethane). RXN SMILES: [CH2:1]([OH:26])[CH2:2][CH2:3][CH2:4][C:5]#[C:6][C:7]#[C:8][CH2:9][CH2:10][C:11]#[C:12][C:13]#[C:14][CH2:15][CH2:16][C:17]#[C:18][C:19]#[C:20][CH2:21][CH2:22][CH2:23][CH2:24][OH:25].[CH2:27]([N:29]=[C:30]=[O:31])[CH3:28].O1CC[CH2:34][CH2:33]1>>[CH2:27]([N:29]([CH2:33][CH3:34])[C:30]([O:25][CH2:24][CH3:23])=[O:31])[CH3:28].[CH2:24]([OH:25])[CH2:23][CH2:22][CH2:21][C:20]#[C:19][C:18]#[C:17][CH2:16][CH2:15][C:14]#[C:13][C:12]#[C:11][CH2:10][CH2:9][C:8]#[C:7][C:6]#[C:5][CH2:4][CH2:3][CH2:2][CH2:1][OH:26] |f:3.4|. Reactants: ClCCl, CC#CCn1c(Br)nc2c1c(=O)[nH]c(=O)n2C, CC(C)OC(=O)N=NC(=O)OC(C)C, C1CCOC1, c1ccc(P(c2ccccc2)c2ccccc2)cc1, OCc1cc2ccccn2c1. Yields the product CC#CCn1c(Br)nc2c1c(=O)n(Cc1cc3ccccn3c1)c(=O)n2C. RXN SMILES: [CH2:67]([Cl:68])[Cl:69].[CH3:15][n:16]1[c:17](=[O:31])[nH:18][c:19](=[O:30])[c:20]2[n:21]([CH2:26][C:27]#[C:28][CH3:29])[c:22]([Br:25])[n:23][c:24]12.[O:1]=[C:2]([O:3][CH:4]([CH3:5])[CH3:6])[N:7]=[N:8][C:9]([O:10][CH:11]([CH3:12])[CH3:13])=[O:14].[O:62]1[CH2:63][CH2:64][CH2:65][CH2:66]1.[c:43]1([P:44]([c:45]2[cH:46][cH:47][cH:48][cH:49][cH:50]2)[c:51]2[cH:52][cH:53][cH:54][cH:55][cH:56]2)[cH:57][cH:58][cH:59][cH:60][cH:61]1.[cH:32]1[c:33]([CH2:41][OH:42])[cH:34][n:35]2[cH:36][cH:37][cH:38][cH:39][c:40]12>>[CH3:15][n:16]1[c:17](=[O:31])[n:18]([CH2:41][c:33]2[cH:32][c:40]3[n:35]([cH:34]2)[cH:36][cH:37][cH:38][cH:39]3)[c:19](=[O:30])[c:20]2[n:21]([CH2:26][C:27]#[C:28][CH3:29])[c:22]([Br:25])[n:23][c:24]12. Yields the product O=C(NCC(CCCO)C(F)(F)F)NC(Cc1ccccc1)(c1cc(F)cc(OC(F)(F)C(F)F)c1)c1ccc(Cl)cn1. The reactants are [Al+3], C1CCOC1, O=C(O)CCC(CNC(=O)NC(Cc1ccccc1)(c1cc(F)cc(OC(F)(F)C(F)F)c1)c1ccc(Cl)cn1)C(F)(F)F, [H-], [H-], [H-], [H-], [Li+]. As a reaction SMILES: [Al+3:46].[CH2:51]1[O:52][CH2:53][CH2:54][CH2:55]1.[Cl:1][c:2]1[cH:3][cH:4][c:5]([C:8]([CH2:9][c:10]2[cH:11][cH:12][cH:13][cH:14][cH:15]2)([c:16]2[cH:17][c:18]([F:29])[cH:19][c:20]([O:22][C:23]([CH:24]([F:25])[F:26])([F:27])[F:28])[cH:21]2)[NH:30][C:31]([NH:32][CH2:33][CH:34]([CH2:35][CH2:36][C:37](=[O:38])[OH:39])[C:40]([F:41])([F:42])[F:43])=[O:44])[n:6][cH:7]1.[H-:45].[H-:48].[H-:49].[H-:50].[Li+:47]>>[Cl:1][c:2]1[cH:3][cH:4][c:5]([C:8]([CH2:9][c:10]2[cH:11][cH:12][cH:13][cH:14][cH:15]2)([c:16]2[cH:17][c:18]([F:29])[cH:19][c:20]([O:22][C:23]([CH:24]([F:25])[F:26])([F:27])[F:28])[cH:21]2)[NH:30][C:31]([NH:32][CH2:33][CH:34]([CH2:35][CH2:36][CH2:37][OH:38])[C:40]([F:41])([F:42])[F:43])=[O:44])[n:6][cH:7]1. Starting materials: CC(C)(C)[Si](C)(C)OCCBr, Brc1cccc2[nH]ccc12, CN(C)C=O, [H-], [Na+]. The product is CC(C)(C)[Si](C)(C)OCCn1ccc2c(Br)cccc21. As a reaction SMILES: [Br:13][CH2:14][CH2:15][O:16][Si:17]([CH3:18])([CH3:19])[C:20]([CH3:21])([CH3:22])[CH3:23].[Br:3][c:4]1[c:5]2[cH:6][cH:7][nH:8][c:9]2[cH:10][cH:11][cH:12]1.[CH3:24][N:25]([CH3:26])[CH:27]=[O:28].[H-:1].[Na+:2]>>[Br:3][c:4]1[c:5]2[cH:6][cH:7][n:8]([CH2:14][CH2:15][O:16][Si:17]([CH3:18])([CH3:19])[C:20]([CH3:21])([CH3:22])[CH3:23])[c:9]2[cH:10][cH:11][cH:12]1. The reactants are ClC=1C=CC2=C(C1)C1=C(C(NC=3C=CC(=CC13)C(F)(F)F)=O)C(O2)=O (2-chloro-6,8-dihydro-11-(trifluoromethyl)-7H-[1]benzopyrano[3,4-c]quinolin-6,7-dione), CC(C)C[Al]CC(C)C (Dibal-H), Cl (HCl). Run in C(Cl)Cl (methylene chloride). Run at temperature 0 celsius. Yields the product ClC=1C=CC(=C(C1)C1=C(C(NC2=CC=C(C=C12)C(F)(F)F)=O)CO)O (4-(5-Chloro-2-hydroxyphenyl)-3-(hydroxymethyl)-6-(trifluoromethyl)-2(1H)-quinolinone). The yield is 69.4%. RXN SMILES: [Cl:1][C:2]1[CH:3]=[CH:4][C:5]2[O:24][C:23](=[O:25])[C:9]3[C:10](=[O:22])[NH:11][C:12]4[CH:13]=[CH:14][C:15]([C:18]([F:21])([F:20])[F:19])=[CH:16][C:17]=4[C:8]=3[C:6]=2[CH:7]=1.CC(C[Al]CC(C)C)C.Cl>C(Cl)Cl>[Cl:1][C:2]1[CH:3]=[CH:4][C:5]([OH:24])=[C:6]([C:8]2[C:17]3[C:12](=[CH:13][CH:14]=[C:15]([C:18]([F:21])([F:20])[F:19])[CH:16]=3)[NH:11][C:10](=[O:22])[C:9]=2[CH2:23][OH:25])[CH:7]=1 |^1:28|. Procedure: To a cold suspension (−78° C.) of 2-chloro-6,8-dihydro-11-(trifluoromethyl)-7H-[1]benzopyrano[3,4-c]quinolin-6,7-dione prepared in Step C (1.0 g, 2.73 mmol) in methylene chloride (20 mL), a solution of Dibal-H (1M in methylene chloride, 13.7 mL, 13.7 mmol) was added dropwise. The reaction mixture was warmed to 0° C. and maintained for 3 hours. The reaction mixture was acidified with 1N HCl and extracted with ethyl acetate twice. The organic layer was separated and washed with water, brine and th... As a reaction SMILES: [C:1]([O:2][CH2:10][CH:11]([CH:12]([CH2:13][c:14]1[cH:15][c:16]([F:21])[cH:17][c:18]([F:20])[cH:19]1)[NH:22][C:23](=[O:24])[O:25][C:26]([CH3:27])([CH3:28])[CH3:29])[O:30][S:3]([CH3:4])(=[O:5])=[O:6])(=[O:7])[c:8]1[cH:9][cH:31][cH:32][cH:33][cH:34]1.[CH3:38][OH:39].[Na+:36].[OH-:35].[OH2:37].[OH2:40]>>[CH2:10]1[CH:11]([CH:12]([CH2:13][c:14]2[cH:15][c:16]([F:21])[cH:17][c:18]([F:20])[cH:19]2)[NH:22][C:23](=[O:24])[O:25][C:26]([CH3:27])([CH3:28])[CH3:29])[O:30]1. The product is CC(C)(C)OC(=O)NC(Cc1cc(F)cc(F)c1)C1CO1. Starting materials: CC(C)(C)OC(=O)NC(Cc1cc(F)cc(F)c1)C(COC(=O)c1ccccc1)OS(C)(=O)=O, CO, [Na+], [OH-], O, O. The reactants are [BH4-], CCOC(=O)CCCCn1cc(C=C2CN(C(c3ccccc3)(c3ccccc3)c3ccccc3)CCC2=O)nn1, [Na+]. Yields the product CCOC(=O)CCCCn1cc(C=C2CN(C(c3ccccc3)(c3ccccc3)c3ccccc3)CCC2O)nn1. Reaction SMILES: [BH4-:42].[CH2:1]([CH3:2])[O:3][C:4](=[O:5])[CH2:6][CH2:7][CH2:8][CH2:9][n:10]1[n:11][n:12][c:13]([CH:15]=[C:16]2[CH2:17][N:18]([C:23]([c:24]3[cH:25][cH:26][cH:27][cH:28][cH:29]3)([c:30]3[cH:31][cH:32][cH:33][cH:34][cH:35]3)[c:36]3[cH:37][cH:38][cH:39][cH:40][cH:41]3)[CH2:19][CH2:20][C:21]2=[O:22])[cH:14]1.[Na+:43]>>[CH2:1]([CH3:2])[O:3][C:4](=[O:5])[CH2:6][CH2:7][CH2:8][CH2:9][n:10]1[n:11][n:12][c:13]([CH:15]=[C:16]2[CH2:17][N:18]([C:23]([c:24]3[cH:25][cH:26][cH:27][cH:28][cH:29]3)([c:30]3[cH:31][cH:32][cH:33][cH:34][cH:35]3)[c:36]3[cH:37][cH:38][cH:39][cH:40][cH:41]3)[CH2:19][CH2:20][CH:21]2[OH:22])[cH:14]1. Starting materials: CC(=O)OC(C)=O, O=C(O)CN(c1ccc2c(c1)CCN2)S(=O)(=O)c1cc(Cl)cc(Cl)c1, ClCCl. The product is CC(=O)N1CCc2cc(N(CC(=O)O)S(=O)(=O)c3cc(Cl)cc(Cl)c3)ccc21. RXN SMILES: [CH3:26][C:27](=[O:28])[O:29][C:30](=[O:31])[CH3:32].[Cl:1][c:2]1[cH:3][c:4]([S:9](=[O:10])(=[O:11])[N:12]([c:13]2[cH:14][c:15]3[c:19]([cH:20][cH:21]2)[NH:18][CH2:17][CH2:16]3)[CH2:22][C:23](=[O:24])[OH:25])[cH:5][c:6]([Cl:8])[cH:7]1.[Cl:33][CH2:34][Cl:35]>>[Cl:1][c:2]1[cH:3][c:4]([S:9](=[O:10])(=[O:11])[N:12]([c:13]2[cH:14][c:15]3[c:19]([cH:20][cH:21]2)[N:18]([C:27]([CH3:26])=[O:28])[CH2:17][CH2:16]3)[CH2:22][C:23](=[O:24])[OH:25])[cH:5][c:6]([Cl:8])[cH:7]1.